From a dataset of the Open Reaction Database (ORD), a public repository of structured organic reaction records. describe an organic reaction: reactants, conditions, products, and yield Reactants: C1COCCO1, CCOC(C)=O, COC(=O)c1ccc(C=C(C)C)cc1OC, CO, Cl, [Na+], [OH-]. The product is COc1cc(C=C(C)C)ccc1C(=O)O. RXN SMILES: [CH2:28]1[O:29][CH2:30][CH2:31][O:32][CH2:33]1.[CH3:19][CH2:20][O:21][C:22](=[O:23])[CH3:24].[CH3:1][O:2][c:3]1[c:4]([C:5](=[O:6])[O:7][CH3:8])[cH:9][cH:10][c:11]([CH:13]=[C:14]([CH3:15])[CH3:16])[cH:12]1.[CH3:26][OH:27].[ClH:25].[Na+:18].[OH-:17]>>[CH3:1][O:2][c:3]1[c:4]([C:5](=[O:6])[OH:7])[cH:9][cH:10][c:11]([CH:13]=[C:14]([CH3:15])[CH3:16])[cH:12]1. Reactants: Cc1ccc(-n2[nH]c(C)cc2=O)cc1, ClC(Cl)Cl, COC(=O)C(=O)C(F)(F)F. Yields the product COC(=O)C(O)(c1c(C)[nH]n(-c2ccc(C)cc2)c1=O)C(F)(F)F. RXN SMILES: [CH3:1][c:2]1[nH:3][n:4](-[c:8]2[cH:9][cH:10][c:11]([CH3:14])[cH:12][cH:13]2)[c:5](=[O:7])[cH:6]1.[CH:25]([Cl:26])([Cl:27])[Cl:28].[F:15][C:16]([C:17]([C:18](=[O:19])[O:20][CH3:21])=[O:22])([F:23])[F:24]>>[CH3:1][c:2]1[nH:3][n:4](-[c:8]2[cH:9][cH:10][c:11]([CH3:14])[cH:12][cH:13]2)[c:5](=[O:7])[c:6]1[C:17]([C:16]([F:15])([F:23])[F:24])([C:18](=[O:19])[O:20][CH3:21])[OH:22]. Reactants: C(C)(=O)C1=CC=CC=C1 (Acetophenone), CC=1C=C(C(=CC1)C)C(=O)OC (methyl p-methyltoluate), C[O-].[Na+] (sodium methoxide). Solvent: C=1(C(=CC=CC1)C)C (xylene). Yields the product C(C1=CC=CC=C1)(=O)CC(C1=CC=C(C=C1)C)=O (Benzoyl p-Methylbenzoylmethane). As a reaction SMILES: [C:1]([C:4]1[CH:9]=[CH:8][CH:7]=[CH:6][CH:5]=1)(=[O:3])[CH3:2].C[C:11]1[CH:12]=[C:13]([C:18]([O:20]C)=O)[C:14](C)=[CH:15][CH:16]=1.[CH3:22][O-].[Na+]>C1(C)C(C)=CC=CC=1>[C:1]([CH2:2][C:18](=[O:20])[C:13]1[CH:12]=[CH:11][C:16]([CH3:22])=[CH:15][CH:14]=1)(=[O:3])[C:4]1[CH:9]=[CH:8][CH:7]=[CH:6][CH:5]=1 |f:2.3|. Procedure: Acetophenone (30 grams; 0,25 mol), methyl p-methyltoluate (136 grams; 1.0 mol), xylene (300 ml) and sodium methoxide (17.3 grams; 0.3 mol) were placed into a four-necked round bottom one liter flask equipped as in Example 1. The mixture was heated with stirring to 135°-140° C. and maintained there for 6 hours under a blanket of nitrogen. The procedure set forth in Example 1 was used to recover the desired product, benzoyl p-methylbenzoylmethane (40 grams; 67 weight percent yield) having a purity... Reported procedure: 56.6 ml (503 mmol) of hydrobromic acid solution (48% in water) were added dropwise to a solution of 20.5 g (101 mmol) of the 2-methyl-4-methoxy-5-nitro-6-chloro-pyrimidine [Helv. (1958), 41, 1806] in 450 ml of acetic acid and the reaction mixture was stirred at room temperature for 44 hours. It was then evaporated under reduced pressure and the residue formed poured into 500 ml of an ice/water mixture and extracted 3 times with 500 ml of dichloromethane. The combined dichloromethane phases were ... Reaction SMILES: [BrH:1].[CH3:2][C:3]1[N:8]=[C:7]([O:9]C)[C:6]([N+:11]([O-:13])=[O:12])=[C:5](Cl)[N:4]=1>C(O)(=O)C>[Br:1][C:5]1[N:4]=[C:3]([CH3:2])[NH:8][C:7](=[O:9])[C:6]=1[N+:11]([O-:13])=[O:12]. Reaction conditions: time 44 hour. Isolated yield 68.9%. Yields the product BrC1=C(C(NC(=N1)C)=O)[N+](=O)[O-] (6-bromo-2-methyl-5-nitro-3H-pyrimidin-4-one). Solvent: C(C)(=O)O (acetic acid). Starting materials: Br (hydrobromic acid), CC1=NC(=C(C(=N1)OC)[N+](=O)[O-])Cl (2-methyl-4-methoxy-5-nitro-6-chloro-pyrimidine), ice water. Starting materials: COC(CCCC(=O)C1=CC=C(C(=N1)CCC(=O)OC)OC)=O (5-[3-methoxy-2-(2-methoxycarbonylethyl)-6-pyridyl]-5-oxopentanoic acid methyl ester). Run in Br (hydrobromic acid). The product is C(=O)(O)CCC1=NC(=CC=C1O)C(CCCC(=O)O)=O (5-[2-(2-carboxyethyl)-3-hydroxy-6-pyridyl]-5-oxopentanoic acid). The yield is 66.2%. Reaction SMILES: C[O:2][C:3](=[O:23])[CH2:4][CH2:5][CH2:6][C:7]([C:9]1[N:14]=[C:13]([CH2:15][CH2:16][C:17]([O:19]C)=[O:18])[C:12]([O:21]C)=[CH:11][CH:10]=1)=[O:8]>Br>[C:17]([CH2:16][CH2:15][C:13]1[C:12]([OH:21])=[CH:11][CH:10]=[C:9]([C:7](=[O:8])[CH2:6][CH2:5][CH2:4][C:3]([OH:23])=[O:2])[N:14]=1)([OH:19])=[O:18]. Procedure: A solution of 330 mg of 5-[3-methoxy-2-(2-methoxycarbonylethyl)-6-pyridyl]-5-oxopentanoic acid methyl ester in 3 ml of 48% hydrobromic acid is refluxed for 13 hours. The hydrobromic acid is distilled off, the residue is dissolved in water, adjusted to pH 4 with concentrated ammonia solution, shaken out with ethyl acetate, the organic phase is dried on sodium sulfate and concentrated by evaporation. 190 mg of 5-[2-(2-carboxyethyl)-3-hydroxy-6-pyridyl]-5-oxopentanoic acid is obtained as crude prod...